Dataset: the Open Reaction Database (ORD), a public repository of structured organic reaction records. Task: describe an organic reaction: reactants, conditions, products, and yield Reactants: CC(C)(C)OC(=O)CBr, [Na+], [OH-], O, Sc1ccccc1. The product is CC(C)(C)OC(=O)CSc1ccccc1. Reaction SMILES: [Br:10][CH2:11][C:12](=[O:13])[O:14][C:15]([CH3:16])([CH3:17])[CH3:18].[Na+:2].[OH-:1].[OH2:19].[SH:3][c:4]1[cH:5][cH:6][cH:7][cH:8][cH:9]1>>[S:3]([c:4]1[cH:5][cH:6][cH:7][cH:8][cH:9]1)[CH2:11][C:12](=[O:13])[O:14][C:15]([CH3:16])([CH3:17])[CH3:18]. Reactants: O=C([O-])[O-], CCO, COCCOC, CC(C)n1nc(I)c2c(N)ncnc21, [Na+], [Na+], c1ccc(P(c2ccccc2)(c2ccccc2)[Pd](P(c2ccccc2)(c2ccccc2)c2ccccc2)(P(c2ccccc2)(c2ccccc2)c2ccccc2)P(c2ccccc2)(c2ccccc2)c2ccccc2)cc1, OB(O)c1cccnc1. Yields the product CC(C)n1nc(-c2cccnc2)c2c(N)ncnc21. As a reaction SMILES: [C:24](=[O:25])([O-:26])[O-:27].[CH3:30][CH2:31][OH:32].[CH3:33][O:34][CH2:35][CH2:36][O:37][CH3:38].[I:10][c:11]1[n:12][n:13]([CH:21]([CH3:22])[CH3:23])[c:14]2[n:15][cH:16][n:17][c:18]([NH2:20])[c:19]12.[Na+:28].[Na+:29].[cH:39]1[cH:40][cH:41][c:42]([P:43]([Pd:44]([P:45]([c:46]2[cH:47][cH:48][cH:49][cH:50][cH:51]2)([c:52]2[cH:53][cH:54][cH:55][cH:56][cH:57]2)[c:58]2[cH:59][cH:60][cH:61][cH:62][cH:63]2)([P:64]([c:65]2[cH:66][cH:67][cH:68][cH:69][cH:70]2)([c:71]2[cH:72][cH:73][cH:74][cH:75][cH:76]2)[c:77]2[cH:78][cH:79][cH:80][cH:81][cH:82]2)[P:83]([c:84]2[cH:85][cH:86][cH:87][cH:88][cH:89]2)([c:90]2[cH:91][cH:92][cH:93][cH:94][cH:95]2)[c:96]2[cH:97][cH:98][cH:99][cH:100][cH:101]2)([c:102]2[cH:103][cH:104][cH:105][cH:106][cH:107]2)[c:108]2[cH:109][cH:110][cH:111][cH:112][cH:113]2)[cH:114][cH:115]1.[n:1]1[cH:2][c:3]([B:7]([OH:8])[OH:9])[cH:4][cH:5][cH:6]1>>[n:1]1[cH:2][c:3](-[c:11]2[n:12][n:13]([CH:21]([CH3:22])[CH3:23])[c:14]3[n:15][cH:16][n:17][c:18]([NH2:20])[c:19]23)[cH:4][cH:5][cH:6]1. The reactants are COC(=O)CS(=O)(=O)Cl, ClCCl, Cl, CC(C)Oc1ccc(-c2nc(-c3cccc4c3CCC4N)no2)cc1C#N. Product: COC(=O)CS(=O)(=O)NC1CCc2c(-c3noc(-c4ccc(OC(C)C)c(C#N)c4)n3)cccc21. As a reaction SMILES: [CH3:29][O:30][C:31]([CH2:32][S:33](=[O:34])(=[O:35])[Cl:36])=[O:37].[Cl:38][CH2:39][Cl:40].[ClH:1].[NH2:2][CH:3]1[CH2:4][CH2:5][c:6]2[c:7](-[c:12]3[n:13][o:14][c:15](-[c:17]4[cH:18][cH:19][c:20]([O:25][CH:26]([CH3:27])[CH3:28])[c:21]([C:22]#[N:23])[cH:24]4)[n:16]3)[cH:8][cH:9][cH:10][c:11]21>>[NH:2]([CH:3]1[CH2:4][CH2:5][c:6]2[c:7](-[c:12]3[n:13][o:14][c:15](-[c:17]4[cH:18][cH:19][c:20]([O:25][CH:26]([CH3:27])[CH3:28])[c:21]([C:22]#[N:23])[cH:24]4)[n:16]3)[cH:8][cH:9][cH:10][c:11]21)[S:33]([CH2:32][C:31]([O:30][CH3:29])=[O:37])(=[O:34])=[O:35]. Starting materials: FC([C@@H](C)O)(F)F ((R)-1,1,1-trifluoro-propan-2-ol), ClC(=O)OC1=CC=C(C=C1)[N+](=O)[O-] (4-nitrophenyl chloroformate), Intermediate 20. Yields the product FC([C@@H](C)OC(OC1=CC=C(C=C1)[N+](=O)[O-])=O)(F)F (Carbonic acid 4-nitro-phenyl ester (R)-2,2,2-trifluoro-1-methyl-ethyl ester). As a reaction SMILES: [F:1][C:2]([F:7])([F:6])[C@H:3]([OH:5])[CH3:4].Cl[C:9]([O:11][C:12]1[CH:17]=[CH:16][C:15]([N+:18]([O-:20])=[O:19])=[CH:14][CH:13]=1)=[O:10]>>[F:1][C:2]([F:7])([F:6])[C@H:3]([O:5][C:9](=[O:10])[O:11][C:12]1[CH:13]=[CH:14][C:15]([N+:18]([O-:20])=[O:19])=[CH:16][CH:17]=1)[CH3:4]. Procedure: The title compound is prepared from (R)-1,1,1-trifluoro-propan-2-ol and 4-nitrophenyl chloroformate following a procedure analogous to that described for Intermediate 20.